Dataset: the Open Reaction Database (ORD), a public repository of structured organic reaction records. Task: describe an organic reaction: reactants, conditions, products, and yield Reactants: ClC1=NN(C=C1)C=1C=NC=CC1 (3-(3-chloro-1H-pyrazol-1-yl)pyridine), Cl.Cl.N(N)C=1C=NC=CC1 (3-hydrazinopyridine dihydrochloride), C(C)(=O)NC(C(=O)OC)=C (methyl 2-acetamidoacrylate). Product: O=C1NN(CC1NC(C)=O)C=1C=NC=CC1 (N-(3-oxo-1-(pyridin-3-yl)pyrazolidin-4-yl)acetamide). As a reaction SMILES: ClC1C=CN(C2C=NC=CC=2)N=1.Cl.Cl.[NH:15]([C:17]1[CH:18]=[N:19][CH:20]=[CH:21][CH:22]=1)[NH2:16].[C:23]([NH:26][C:27](=[CH2:32])[C:28](OC)=[O:29])(=[O:25])[CH3:24]>>[O:29]=[C:28]1[CH:27]([NH:26][C:23](=[O:25])[CH3:24])[CH2:32][N:15]([C:17]2[CH:18]=[N:19][CH:20]=[CH:21][CH:22]=2)[NH:16]1 |f:1.2.3|. Procedure: 3-(3-Chloro-1H-pyrazol-1-yl)pyridine (5b) in Scheme 1 may alternatively be prepared by reacting 3-hydrazinopyridine dihydrochloride with methyl 2-acetamidoacrylate to yield N-(3-oxo-1-(pyridin-3-yl)pyrazolidin-4-yl)acetamide and subsequent chlorination/elimination as shown in Scheme 2, step a1. Starting materials: N1N=NN=C1C1=C(C=CC=C1)SC1=C(C=CC=C1)NC(=O)C1=CC=C(OCC(=O)O)C=C1 (4-[2-[2-(1H-Tetrazol-5-yl)phenylthio]phenylcarbamoyl]phenoxyacetic acid), CN(C=O)C (N,N-dimethylformamide), N,N'-carbonyldiimidazole, Cl (hydrochloric acid). Solvent: N (ammonia), O (water). Run at time 1 hour. Product: N1N=NN=C1C1=C(C=CC=C1)SC1=C(C=CC=C1)NC(=O)C1=CC=C(OCC(=O)N)C=C1 (4-[2-[2-(1H-Tetrazol-5-yl)phenylthio]phenylcarbamoyl]phenoxyacetamide). RXN SMILES: [NH:1]1[C:5]([C:6]2[CH:11]=[CH:10][CH:9]=[CH:8][C:7]=2[S:12][C:13]2[CH:18]=[CH:17][CH:16]=[CH:15][C:14]=2[NH:19][C:20]([C:22]2[CH:32]=[CH:31][C:25]([O:26][CH2:27][C:28]([OH:30])=O)=[CH:24][CH:23]=2)=[O:21])=[N:4][N:3]=[N:2]1.Cl.C[N:35](C)C=O>N.O>[NH:4]1[C:5]([C:6]2[CH:11]=[CH:10][CH:9]=[CH:8][C:7]=2[S:12][C:13]2[CH:18]=[CH:17][CH:16]=[CH:15][C:14]=2[NH:19][C:20]([C:22]2[CH:32]=[CH:31][C:25]([O:26][CH2:27][C:28]([NH2:35])=[O:30])=[CH:24][CH:23]=2)=[O:21])=[N:1][N:2]=[N:3]1. Reported procedure: In 6 ml of N,N-dimethylformamide was dissolved 0.63 g of 4-[2-[2-(1H-tetrazol-5-yl)phenylthio]phenylcarbamoyl]phenoxyacetic acid (prepared in Example 6) followed by addition of 0.24 g of N,N'-carbonyldiimidazole. The mixture was stirred at room temperature for 1 hour, and then it was poured in 28% aqueous ammonia and stirred for 1 hour. The reaction mixture was diluted with water and, then, acidified with concentrated hydrochloric acid, and the crystals separated out therefrom were collected by ... The reactants are CCCC[Sn](CCCC)(CCCC)C(=C[Si](C)(C)C)c1ccc(C(=O)OCC)cc1, Cc1cc2c(cc1Br)C(=O)CCC2(C)C, [Cl-], I[Cu]I, [Li+], c1ccc(P(c2ccccc2)(c2ccccc2)[Pd](P(c2ccccc2)(c2ccccc2)c2ccccc2)(P(c2ccccc2)(c2ccccc2)c2ccccc2)P(c2ccccc2)(c2ccccc2)c2ccccc2)cc1. Yields the product CCOC(=O)c1ccc(C(=C[Si](C)(C)C)c2cc3c(cc2C)C(C)(C)CCC3=O)cc1. RXN SMILES: [CH2:18]([Sn:19]([CH2:20][CH2:21][CH2:22][CH3:40])([C:23](=[CH:24][Si:25]([CH3:26])([CH3:27])[CH3:28])[c:29]1[cH:30][cH:31][c:32]([C:33](=[O:34])[O:35][CH2:36][CH3:37])[cH:38][cH:39]1)[CH2:41][CH2:42][CH2:43][CH3:44])[CH2:45][CH2:46][CH3:47].[CH3:1][C:2]1([CH3:15])[CH2:3][CH2:4][C:5](=[O:14])[c:6]2[cH:7][c:8]([Br:13])[c:9]([CH3:12])[cH:10][c:11]21.[Cl-:17].[Cu:48]([I:49])[I:50].[Li+:16].[cH:51]1[cH:52][cH:53][c:54]([P:55]([Pd:56]([P:57]([c:58]2[cH:59][cH:60][cH:61][cH:62][cH:63]2)([c:64]2[cH:65][cH:66][cH:67][cH:68][cH:69]2)[c:70]2[cH:71][cH:72][cH:73][cH:74][cH:75]2)([P:76]([c:77]2[cH:78][cH:79][cH:80][cH:81][cH:82]2)([c:83]2[cH:84][cH:85][cH:86][cH:87][cH:88]2)[c:89]2[cH:90][cH:91][cH:92][cH:93][cH:94]2)[P:95]([c:96]2[cH:97][cH:98][cH:99][cH:100][cH:101]2)([c:102]2[cH:103][cH:104][cH:105][cH:106][cH:107]2)[c:108]2[cH:109][cH:110][cH:111][cH:112][cH:113]2)([c:114]2[cH:115][cH:116][cH:117][cH:118][cH:119]2)[c:120]2[cH:121][cH:122][cH:123][cH:124][cH:125]2)[cH:126][cH:127]1>>[CH3:1][C:2]1([CH3:15])[CH2:3][CH2:4][C:5](=[O:14])[c:6]2[cH:7][c:8]([C:23](=[CH:24][Si:25]([CH3:26])([CH3:27])[CH3:28])[c:29]3[cH:30][cH:31][c:32]([C:33](=[O:34])[O:35][CH2:36][CH3:37])[cH:38][cH:39]3)[c:9]([CH3:12])[cH:10][c:11]21.